This data is from the Open Reaction Database (ORD), a public repository of structured organic reaction records. The task is: describe an organic reaction: reactants, conditions, products, and yield Starting materials: C(C)C=1C=NC=CC1CC (3,4-diethylpyridine), C(CC1=CC=CC=C1)Br (phenethyl bromide). Product: C1(=CC=CC=C1)CCC(C)C1=C(C=NC=C1)CC (1-phenyl-3-(3-ethyl-4-pyridyl)-butane). The yield is 57.2%. Reaction SMILES: [CH2:1]([C:3]1[CH:4]=[N:5][CH:6]=[CH:7][C:8]=1[CH2:9][CH3:10])[CH3:2].[CH2:11](Br)[CH2:12][C:13]1[CH:18]=[CH:17][CH:16]=[CH:15][CH:14]=1>>[C:13]1([CH2:12][CH2:11][CH:9]([C:8]2[CH:7]=[CH:6][N:5]=[CH:4][C:3]=2[CH2:1][CH3:2])[CH3:10])[CH:18]=[CH:17][CH:16]=[CH:15][CH:14]=1. Procedure: 1.26 g (9.35 mmol) of 3,4-diethylpyridine and 1.73 g (9.35 mmol) of phenethyl bromide were reacted in the same manner as in Example 1. The reaction product was purified to obtain 1.28 g of the desired compound (yield: 57.2). The reactants are C(C=C)(=O)OC (methyl acrylate), [Si](OC)(OC)(OC)CCS ((CH3O)3SiCH2CH2SH), [OH-].[K+] (KOH). Run in O (water). Reaction conditions: temperature 60 celsius. The product is [Si](OC)(OC)(OC)CCSCCC(=O)OC ((CH3O)3Si(CH2)2S(CH2)2COOCH3). The yield is 87.0%. Reaction SMILES: [C:1]([O:5][CH3:6])(=[O:4])[CH:2]=[CH2:3].[Si:7]([CH2:14][CH2:15][SH:16])([O:12][CH3:13])([O:10][CH3:11])[O:8][CH3:9].[OH-].[K+]>O>[Si:7]([CH2:14][CH2:15][S:16][CH2:3][CH2:2][C:1]([O:5][CH3:6])=[O:4])([O:12][CH3:13])([O:10][CH3:11])[O:8][CH3:9] |f:2.3|. Reported procedure: A mixture of 26 gms of methyl acrylate (0.3 mols) and 36.4 gms of (CH3O)3SiCH2CH2SH was catalyzed by adding 1 ml. of N/2 alcoholic KOH into a 250 ml., round bottomed glass flask, with stirring. An exothermic reaction raised the temperature to 60° C. The mixture was refluxed for 30 minutes and then distilled under vacuum to recover 46 gms of water-white product with a boiling point at 0.7 mm Hg pressure of 115°-125° C. for an 87 percent yield of (CH3O)3Si(CH2)2S(CH2)2COOCH3.d420 =1.115, ND25 =1.4... Reaction SMILES: [CH2:28]([N+:29]([CH2:30][CH2:31][CH2:32][CH3:33])([CH2:34][CH2:35][CH2:36][CH3:37])[CH2:38][CH2:39][CH2:40][CH3:41])[CH2:42][CH2:43][CH3:44].[CH2:45]1[O:46][CH2:47][CH2:48][CH2:49]1.[CH3:1][N:2]1[CH:3]([c:8]2[cH:9][cH:10][c:11]3[cH:12][cH:13][n:14]([Si:17]([CH:18]([CH3:19])[CH3:20])([CH:21]([CH3:22])[CH3:23])[CH:24]([CH3:25])[CH3:26])[c:15]3[cH:16]2)[CH2:4][NH:5][CH2:6][CH2:7]1.[Cl:50][CH2:51][Cl:52].[F-:27]>>[CH3:1][N:2]1[CH:3]([c:8]2[cH:9][cH:10][c:11]3[cH:12][cH:13][nH:14][c:15]3[cH:16]2)[CH2:4][NH:5][CH2:6][CH2:7]1. The product is CN1CCNCC1c1ccc2cc[nH]c2c1. The reactants are CCCC[N+](CCCC)(CCCC)CCCC, C1CCOC1, CC(C)[Si](C(C)C)(C(C)C)n1ccc2ccc(C3CNCCN3C)cc21, ClCCl, [F-]. Reactants: Cc1ccccc1, CC(C)NC(=O)NC(CC(=O)O)c1ccccc1, O, O=S(Cl)Cl. Product: CC(C)N1C(=O)CC(c2ccccc2)NC1=O. As a reaction SMILES: [CH3:23][c:24]1[cH:25][cH:26][cH:27][cH:28][cH:29]1.[CH:1]([CH3:2])([CH3:3])[NH:4][C:5](=[O:6])[NH:7][CH:8]([CH2:9][C:10](=[O:11])[OH:12])[c:13]1[cH:14][cH:15][cH:16][cH:17][cH:18]1.[OH2:30].[S:19]([Cl:20])([Cl:21])=[O:22]>>[CH:1]([CH3:2])([CH3:3])[N:4]1[C:5](=[O:6])[NH:7][CH:8]([c:13]2[cH:14][cH:15][cH:16][cH:17][cH:18]2)[CH2:9][C:10]1=[O:11]. Starting materials: N(=O)[O-].[Na+] (sodium nitrite), C1(=C(C(=C(C(=C1[N+](=O)[O-])N)[N+](=O)[O-])N)[N+](=O)[O-])N (TATB), C1(O)=CC(O)=CC(O)=C1 (phloroglucinol), [N+](=O)(O)[O-] (nitric acid), C1(O)=CC(O)=CC(O)=C1 (phloroglucinol). The product is [N+](=O)([O-])C1=C(C(=C(C(=C1O)[N+](=O)[O-])O)[N+](=O)[O-])O (trinitrophloroglucinol). RXN SMILES: C1(N)C([N+:7]([O-:9])=[O:8])=C(N)C([N+]([O-])=O)=C(N)C=1[N+]([O-])=O.[C:19]1([CH:27]=[C:25]([OH:26])[CH:24]=[C:22]([OH:23])[CH:21]=1)[OH:20].[N:28]([O-:30])=[O:29].[Na+].[N+:32]([O-])([OH:34])=[O:33]>>[N+:7]([C:27]1[C:19]([OH:20])=[C:21]([N+:28]([O-:30])=[O:29])[C:22]([OH:23])=[C:24]([N+:32]([O-:34])=[O:33])[C:25]=1[OH:26])([O-:9])=[O:8] |f:2.3|. Reported procedure: Another method of synthesizing TATB from phloroglucinol is described in GB 2355715. The phloroglucinol is nitrated using sodium nitrite and nitric acid, forming trinitrophloroglucinol (“TNPG”), which is also known as 1,3,5-trihydroxy-2,4,6-trinitrobenzene. The nitric acid is added sequentially or in multiple additions. When cooled, a solid is produced, which is filtered, washed with 3M hydrochloric acid (“HCl”), and dried, yielding a solid product that is a monohydrate of TNPG. The monohydrate o... Starting materials: FC1=C(C=C(OCC2=NC3=CC=CC=C3C=C2)C=C1)[N+](=O)[O-] (2-((4-fluoro-3-nitrophenoxy)methyl)quinoline), FC(C1=CC=C(CN)C=C1)(F)F (4-(trifluoromethyl)-benzylamine), CCN(C(C)C)C(C)C (DIPEA). The solvent is C(C)#N (acetonitrile). Reaction conditions: temperature 80 celsius. Yields the product [N+](=O)([O-])C1=C(NCC2=CC=C(C=C2)C(F)(F)F)C=CC(=C1)OCC1=NC2=CC=CC=C2C=C1 (2-Nitro-4-(quinolin-2-ylmethoxy)-N-(4-(trifluoromethyl)benzyl)aniline). As a reaction SMILES: F[C:2]1[CH:19]=[CH:18][C:5]([O:6][CH2:7][C:8]2[CH:17]=[CH:16][C:15]3[C:10](=[CH:11][CH:12]=[CH:13][CH:14]=3)[N:9]=2)=[CH:4][C:3]=1[N+:20]([O-:22])=[O:21].[F:23][C:24]([F:34])([F:33])[C:25]1[CH:32]=[CH:31][C:28]([CH2:29][NH2:30])=[CH:27][CH:26]=1.CCN(C(C)C)C(C)C>C(#N)C>[N+:20]([C:3]1[CH:4]=[C:5]([O:6][CH2:7][C:8]2[CH:17]=[CH:16][C:15]3[C:10](=[CH:11][CH:12]=[CH:13][CH:14]=3)[N:9]=2)[CH:18]=[CH:19][C:2]=1[NH:30][CH2:29][C:28]1[CH:27]=[CH:26][C:25]([C:24]([F:23])([F:33])[F:34])=[CH:32][CH:31]=1)([O-:22])=[O:21]. Procedure details: To a 25 mL round bottom flask under a nitrogen atmosphere were added 2-((4-fluoro-3-nitrophenoxy)methyl)quinoline (195 mg, 0.65 mmol), 4-(trifluoromethyl)-benzylamine (112 mg, 0.65 mmol), acetonitrile (1 mL) and DIPEA (0.34 mL, 1.96 mmol). The mixture was heated to 80° C. for 24 h at which point the reaction was cooled to RT and concentrated to dryness. The resulting residue was washed with water (2×20 mL) and then dissolved in EtOAc, dried over Na2SO4, filtered and then concentrated. The materi... Reactants: COC(=O)CCCC#CCN1C(=O)CCCC1CO, CO, [H][H]. The product is COC(=O)CCCCCCN1C(=O)CCCC1CO. RXN SMILES: [CH3:1][O:2][C:3]([CH2:4][CH2:5][CH2:6][C:7]#[C:8][CH2:9][N:10]1[CH:11]([CH2:17][OH:18])[CH2:12][CH2:13][CH2:14][C:15]1=[O:16])=[O:19].[CH3:22][OH:23].[H:20][H:21]>>[CH3:1][O:2][C:3]([CH2:4][CH2:5][CH2:6][CH2:7][CH2:8][CH2:9][N:10]1[CH:11]([CH2:17][OH:18])[CH2:12][CH2:13][CH2:14][C:15]1=[O:16])=[O:19]. Reactants: Cl (hydrochloric acid), COC=1C(=C(C=O)C=C(C1)Cl)OC (dimethoxy-5-chlorobenzaldehyde), C(\C=C\C)(=O)OCC (ethyl crotonate), CC(C)([O-])C.[K+] (potassium tert.-butoxide). The solvent is CN1C(CCC1)=O (N-methylpyrrolidone). The product is COC=1C=C(C=C(C1OC)Cl)C=CC=CC(=O)O (5-(3,4-Dimethoxy-5-chlorophenyl)-2,4-pentadienoic acid). As a reaction SMILES: [CH3:1][O:2][C:3]1[C:4]([O:12][CH3:13])=[C:5](C=C(Cl)C=1)C=O.[C:14]([O:19]CC)(=[O:18])/[CH:15]=[CH:16]/[CH3:17].[CH3:22][C:23]([CH3:26])([O-])[CH3:24].[K+].[ClH:28]>CN1CCCC1=O>[CH3:1][O:2][C:3]1[CH:22]=[C:23]([CH:26]=[CH:17][CH:16]=[CH:15][C:14]([OH:19])=[O:18])[CH:24]=[C:5]([Cl:28])[C:4]=1[O:12][CH3:13] |f:2.3|. Procedure: To a solution containing 10.0 g of dimethoxy-5-chlorobenzaldehyde and 8.3 ml of ethyl crotonate in 65 ml of N-methylpyrrolidone 6.7 g of potassium tert.-butoxide was added with stirring. The solution was stirred for 0.5 h more at 20° C. and the solution was poured then to a mixture of ice and hydrochloric acid and extracted with ether. The ether extract was washed with water and extracted then with NaHCO3 -solution. The aqueous phase was acidified with hydrochloric acid and the semisolid product...